Task: describe an organic reaction: reactants, conditions, products, and yield. Dataset: the Open Reaction Database (ORD), a public repository of structured organic reaction records The reactants are C(C)(C)(C)OC(=O)N1CCN(CC1)C1=CC=C2C(=N1)NC(=N2)C(=O)C2=CC(=NC=C2)Br (4-[2-(2-bromo-pyridine-4-carbonyl)-3H-imidazo[4,5-b]pyridine-5-yl]-piperazine-1-carboxylic acid tert-butyl ester), C(C)(C)(C)OC(=O)N1N=C(C(=C1C)B1OC(C(O1)(C)C)(C)C)C (3,5-dimethyl-4-(4,4,5,5-tetramethyl-[1,3,2]dioxaborolan-2-yl)-pyrazole-1-carboxylic acid tert-butyl ester), Pd(Ph3)4, [O-]P(=O)([O-])[O-].[K+].[K+].[K+] (K3PO4), O1CCOCC1 (dioxane). Run in O (water). Run at temperature 120 celsius. Yields the product C(C)(C)(C)OC(=O)N1CCN(CC1)C1=CC=C2C(=N1)NC(=N2)C(=O)C2=CC(=NC=C2)C=2C(=NN(C2C)C(=O)OC(C)(C)C)C (4-{2-[2-(1-tert-butoxycarbonyl-3,5-dimethyl-1H-pyrazol-4-yl)-pyridine-4-carbonyl]-3H-imidazo[4,5-b]pyridin-5-yl}-piperazine-1-carboxylic acid tert-butyl ester). Isolated yield 97.1%. As a reaction SMILES: [C:1]([O:5][C:6]([N:8]1[CH2:13][CH2:12][N:11]([C:14]2[N:19]=[C:18]3[NH:20][C:21]([C:23]([C:25]4[CH:30]=[CH:29][N:28]=[C:27](Br)[CH:26]=4)=[O:24])=[N:22][C:17]3=[CH:16][CH:15]=2)[CH2:10][CH2:9]1)=[O:7])([CH3:4])([CH3:3])[CH3:2].[C:32]([O:36][C:37]([N:39]1[C:43]([CH3:44])=[C:42](B2OC(C)(C)C(C)(C)O2)[C:41]([CH3:54])=[N:40]1)=[O:38])([CH3:35])([CH3:34])[CH3:33].[O-]P([O-])([O-])=O.[K+].[K+].[K+].O1CCOCC1>O>[C:1]([O:5][C:6]([N:8]1[CH2:13][CH2:12][N:11]([C:14]2[N:19]=[C:18]3[NH:20][C:21]([C:23]([C:25]4[CH:30]=[CH:29][N:28]=[C:27]([C:42]5[C:41]([CH3:54])=[N:40][N:39]([C:37]([O:36][C:32]([CH3:34])([CH3:33])[CH3:35])=[O:38])[C:43]=5[CH3:44])[CH:26]=4)=[O:24])=[N:22][C:17]3=[CH:16][CH:15]=2)[CH2:10][CH2:9]1)=[O:7])([CH3:4])([CH3:3])[CH3:2] |f:2.3.4.5|. Reported procedure: The mixture of [4-[2-(2-bromo-pyridine-4-carbonyl)-3H-imidazo[4,5-b]pyridine-5-yl]-piperazine-1-carboxylic acid tert-butyl ester (Example 164) (100 mg, 0.205 mmole), 3,5-dimethyl-4-(4,4,5,5-tetramethyl-[1,3,2]dioxaborolan-2-yl)-pyrazole-1-carboxylic acid tert-butyl ester (Example 167) (66 mg, 0.205 mmole), Pd(Ph3)4 (23 mg, 0.021 mmole), 2 molar of K3PO4 aqueous (0.21 ml, 0.41 mmole), and dioxane (3.0 ml) was degassed and heated to 120° C. for 40 minutes in microwave. Reaction solution was dilute... The reactants are COc1ccc(CC(=O)O)cc1, Nc1ccc2nccnc2c1. The reagents and catalysts are CN(C)C(=[N+](C)C)ON1C2=CC=CC=C2N=N1.F[P-](F)(F)(F)(F)F (HBTU), CCN(C(C)C)C(C)C (DIPEA). Solvent: CN(C)C=O (DMF), CN(C)C=O (DMF), CN(C)C=O (DMF), CN(C)C=O (DMF), CN(C)C=O (DMF), CN(C)C=O (DMF). Run at temperature 25 celsius, time 2 hour. Product: COc1ccc(CC(=O)Nc2ccc3nccnc3c2)cc1. Isolated yield 6.2%. RXN SMILES: Nc1ccc2nccnc2c1.COc1ccc(CC(=O)O)cc1.CN(C)C(=[N+](C)C)ON1C2=CC=CC=C2N=N1.F[P-](F)(F)(F)(F)F.CCN(C(C)C)C(C)C.CN(C)C=O>>COc1ccc(CC(=O)Nc2ccc3nccnc3c2)cc1.